Dataset: the Open Reaction Database (ORD), a public repository of structured organic reaction records. Task: describe an organic reaction: reactants, conditions, products, and yield Reactants: C=1(C(O)=CC=C(CC=C)C1)OC (eugenol), sesquiterpenes, glycoside, C/C=C/C1=CC(=C(C=C1OC)OC)OC (asarone), alcohols, C/C=C/C1=CC(=C(C=C1OC)OC)OC (asarone), C12C(C)(C)C(=C)C(CC1)C2 (camphene), yellow aromatic volatile oil, asaryl-aldehyde, C12=C(CCC(C1(C)C)C2)C (pinene). Product: C\C=C\C1=C(OC)C=C(OC)C(OC)=C1 (α-asarone), C\C=C/C1=C(OC)C=C(OC)C(OC)=C1 (β-asarone). RXN SMILES: C1(OC)C(=CC=C(C=1)CC=C)O.C12CC(C1(C)C)CCC=2C.C12CC(CC1)C(=C)C2(C)C.[CH3:33]/[CH:34]=[CH:35]/[C:36]1[C:41]([O:42][CH3:43])=[CH:40][C:39]([O:44][CH3:45])=[C:38]([O:46][CH3:47])[CH:37]=1>>[CH3:33]/[CH:34]=[CH:35]/[C:36]1[CH:37]=[C:38]([O:46][CH3:47])[C:39]([O:44][CH3:45])=[CH:40][C:41]=1[O:42][CH3:43].[CH3:33]/[CH:34]=[CH:35]\[C:36]1[CH:37]=[C:38]([O:46][CH3:47])[C:39]([O:44][CH3:45])=[CH:40][C:41]=1[O:42][CH3:43]. Procedure details: Chemical constituents: The dry rhizomes contain 1.5 to 3.5% of a yellow aromatic volatile oil. It has a mellow odor resembling that of patchouli. The chief constituent of the oil is asaryl-aldehyde. There are also present a bitter glycoside named acorin and some other substances such as eugenol, ascarone, pinene and camphene. The Indian oil has much higher asarone content than the European commercial oil. Kelkar and Roe (1934) found that in addition to asarone, C12H16O3 (mp 62 to 63° C.), the oi... Starting materials: COC(C)(C)OC, CC(C)=O, O, OCC1CC(n2ccc3c(Sc4ccccc4)ncnc32)C(O)C1O, Cc1ccc(S(=O)(=O)O)cc1. Yields the product CC1(C)OC2C(CO)CC(n3ccc4c(Sc5ccccc5)ncnc43)C2O1. RXN SMILES: [CH3:26][O:27][C:28]([CH3:29])([CH3:30])[O:31][CH3:32].[CH3:45][C:46](=[O:47])[CH3:48].[OH2:33].[OH:1][CH2:2][CH:3]1[CH:4]([OH:25])[CH:5]([OH:24])[CH:6]([n:8]2[cH:9][cH:10][c:11]3[c:12]2[n:13][cH:14][n:15][c:16]3[S:17][c:18]2[cH:19][cH:20][cH:21][cH:22][cH:23]2)[CH2:7]1.[c:34]1([CH3:35])[cH:36][cH:37][c:38]([S:39]([OH:40])(=[O:41])=[O:42])[cH:43][cH:44]1>>[OH:1][CH2:2][CH:3]1[CH:4]2[CH:5]([CH:6]([n:8]3[cH:9][cH:10][c:11]4[c:12]3[n:13][cH:14][n:15][c:16]4[S:17][c:18]3[cH:19][cH:20][cH:21][cH:22][cH:23]3)[CH2:7]1)[O:24][C:28]([CH3:29])([CH3:30])[O:25]2. Starting materials: COC(=O)CCc1cc(C)c(-c2nc3ccc(C(=O)Nc4ccc(C(C)(C)C)cc4)cc3[nH]2)c(C)c1, CO, Cl, [Na+], [OH-]. Product: Cc1cc(CCC(=O)O)cc(C)c1-c1nc2ccc(C(=O)Nc3ccc(C(C)(C)C)cc3)cc2[nH]1. As a reaction SMILES: [CH3:1][O:2][C:3]([CH2:4][CH2:5][c:6]1[cH:7][c:8]([CH3:35])[c:9](-[c:13]2[n:14][c:15]3[c:16]([nH:17]2)[cH:18][c:19]([C:22]([NH:23][c:24]2[cH:25][cH:26][c:27]([C:30]([CH3:31])([CH3:32])[CH3:33])[cH:28][cH:29]2)=[O:34])[cH:20][cH:21]3)[c:10]([CH3:12])[cH:11]1)=[O:36].[CH3:40][OH:41].[ClH:39].[Na+:38].[OH-:37]>>[O:2]=[C:3]([CH2:4][CH2:5][c:6]1[cH:7][c:8]([CH3:35])[c:9](-[c:13]2[n:14][c:15]3[c:16]([nH:17]2)[cH:18][c:19]([C:22]([NH:23][c:24]2[cH:25][cH:26][c:27]([C:30]([CH3:31])([CH3:32])[CH3:33])[cH:28][cH:29]2)=[O:34])[cH:20][cH:21]3)[c:10]([CH3:12])[cH:11]1)[OH:36]. Reported procedure: MP 95°-96°. Prepared from (4-nitrophenoxy) acetic acid and N-methylbenzylamine according to the method used in Intermediate 34(a) in EP-A-494623. Starting materials: A-494623, [N+](=O)([O-])C1=CC=C(OCC(=O)O)C=C1 ((4-nitrophenoxy) acetic acid), CNCC1=CC=CC=C1 (N-methylbenzylamine), Intermediate 34(a). RXN SMILES: [N+:1]([C:4]1[CH:14]=[CH:13][C:7]([O:8][CH2:9][C:10]([OH:12])=O)=[CH:6][CH:5]=1)([O-:3])=[O:2].[CH3:15][NH:16][CH2:17][C:18]1[CH:23]=[CH:22][CH:21]=[CH:20][CH:19]=1>>[CH2:17]([N:16]([CH3:15])[C:10](=[O:12])[CH2:9][O:8][C:7]1[CH:6]=[CH:5][C:4]([N+:1]([O-:3])=[O:2])=[CH:14][CH:13]=1)[C:18]1[CH:23]=[CH:22][CH:21]=[CH:20][CH:19]=1. Yields the product C(C1=CC=CC=C1)N(C(COC1=CC=C(C=C1)[N+](=O)[O-])=O)C (N-Benzyl-N-methyl-2-(4-nitrophenoxy)acetamide). The reactants are [H-].[Na+] (Sodium hydride), IC=1C=C(C(C(=O)O)=CC1)O (4-iodosalicylic acid), C(C1=CC=CC=C1)Br (benzyl bromide). The solvent is CN(C=O)C (dimethylformamide). Reaction conditions: temperature 60 celsius. Product: C(C1=CC=CC=C1)OC1=C(C(=O)OCC2=CC=CC=C2)C=CC(=C1)I (benzyl 2-benzyloxy-4-iodobenzoate). The yield is 109.6%. As a reaction SMILES: [H-].[Na+].[I:3][C:4]1[CH:5]=[C:6]([OH:13])[C:7](=[CH:11][CH:12]=1)[C:8]([OH:10])=[O:9].[CH2:14](Br)[C:15]1[CH:20]=[CH:19][CH:18]=[CH:17][CH:16]=1>CN(C)C=O>[CH2:14]([O:13][C:6]1[CH:5]=[C:4]([I:3])[CH:12]=[CH:11][C:7]=1[C:8]([O:10][CH2:8][C:7]1[CH:11]=[CH:12][CH:4]=[CH:5][CH:6]=1)=[O:9])[C:15]1[CH:20]=[CH:19][CH:18]=[CH:17][CH:16]=1 |f:0.1|. Reported procedure: Sodium hydride (4.7 g, 60% dispersion in mineral oil) is added portionwise over 15 minutes to a solution of 4-iodosalicylic acid (15.4 g) in dry dimethylformamide (150 mL). After stirring for 40 minutes benzyl bromide (19.9 g) is added and the mixture heated at 60° C. for 1.5 hours. The reaction mixture is evaporated and the residue partitioned between chloroform and water. The organic phase is dried over magnesium sulphate, evaporated and the residue triturated with ether to give benzyl 2-benzy... The reactants are C1CCOC1 (THF), CS(=O)C (dimethylsulfoxide), [H-].[Na+] (sodium hydride), COC1=CC=C2CCC(C2=C1)=O (6-methoxyindan-1-one), C1CCOC1 (THF), [I-].C[S+](C)C (trimethylsulfonium iodide). The solvent is O (water), C(C)OCC (ethyl ether). Run at temperature 75 celsius, time 4 day. The product is COC1=CC=C2CCC(C2=C1)C=O (6-Methoxyindane-1-carbaldehyde). As a reaction SMILES: CS(C)=O.[H-].[Na+].[I-].C[S+](C)C.[CH3:12][O:13][C:14]1[CH:22]=[C:21]2[C:17]([CH2:18][CH2:19][C:20]2=O)=[CH:16][CH:15]=1.C1C[O:27][CH2:26]C1>O.C(OCC)C>[CH3:12][O:13][C:14]1[CH:22]=[C:21]2[C:17]([CH2:18][CH2:19][CH:20]2[CH:26]=[O:27])=[CH:16][CH:15]=1 |f:1.2,3.4|. Procedure: A dimethylsulfoxide (8 mL) solution containing sodium hydride (60%, 0.14 g, 3.5 mmol) was heated at 75° C. for ca. 45 minutes. The solution was cooled to room temperature and diluted with THF (8 mL). The solution was cooled to 0° C. and trimethylsulfonium iodide (0.7 g, 3.4 mmol) was added in portions. After 15 minutes a THF solution of 6-methoxyindan-1-one (0.5 g, 3.1 mmol) was added. The solution was then stirred at room temperature for 4 days. The solution was diluted with water and ethyl eth... Reactants: N#Cc1ccc(CN)cc1, C1N2CN3CN1CN(C2)C3, CC(=O)O, Cc1ccccc1, O. The product is N#Cc1ccc(C=O)cc1. RXN SMILES: [C:1](#[N:2])[c:3]1[cH:4][cH:5][c:6]([CH2:7][NH2:8])[cH:9][cH:10]1.[CH2:11]1[N:12]2[CH2:13][N:14]3[CH2:15][N:16]([CH2:17]2)[CH2:18][N:19]1[CH2:20]3.[CH3:22][C:23]([OH:24])=[O:25].[CH3:26][c:27]1[cH:28][cH:29][cH:30][cH:31][cH:32]1.[OH2:21]>>[C:1](#[N:2])[c:3]1[cH:4][cH:5][c:6]([CH:7]=[O:24])[cH:9][cH:10]1. Starting materials: C=O, CC1(C)CC(Nc2nc(NC3CC(C)(C)NC(C)(C)C3)nc(NC3CC(C)(C)NC(C)(C)C3)n2)CC(C)(C)N1, CC(=O)O, [Na+], [OH-], O. Product: CC1(C)CC(Nc2nc(NC3CC(C)(C)NC(C)(C)C3)nc(N(CO)C3CC(C)(C)NC(C)(C)C3)n2)CC(C)(C)N1. RXN SMILES: [CH2:40]=[O:41].[CH3:1][C:2]1([CH3:39])[NH:3][C:4]([CH3:37])([CH3:38])[CH2:5][CH:6]([NH:8][c:9]2[n:10][c:11]([NH:26][CH:27]3[CH2:28][C:29]([CH3:35])([CH3:36])[NH:30][C:31]([CH3:33])([CH3:34])[CH2:32]3)[n:12][c:13]([NH:15][CH:16]3[CH2:17][C:18]([CH3:24])([CH3:25])[NH:19][C:20]([CH3:22])([CH3:23])[CH2:21]3)[n:14]2)[CH2:7]1.[CH3:44][C:45](=[O:46])[OH:47].[Na+:43].[OH-:42].[OH2:48]>>[CH3:1][C:2]1([CH3:39])[NH:3][C:4]([CH3:37])([CH3:38])[CH2:5][CH:6]([NH:8][c:9]2[n:10][c:11]([NH:26][CH:27]3[CH2:28][C:29]([CH3:35])([CH3:36])[NH:30][C:31]([CH3:33])([CH3:34])[CH2:32]3)[n:12][c:13]([N:15]([CH:16]3[CH2:17][C:18]([CH3:24])([CH3:25])[NH:19][C:20]([CH3:22])([CH3:23])[CH2:21]3)[CH2:40][OH:41])[n:14]2)[CH2:7]1. Starting materials: ClC=1C=C(C=CC1Cl)C(C1C(CCCC1)=O)N(C)C (2-[(3,4-dichlorophenyl)dimethylaminomethyl]cyclohexanone), Cl[Si](C)(C)C.O (chlorotrimethylsilane water), C(CC1=CC=CC=C1)[Mg]Cl (phenethylmagnesium chloride), [Cl-].[NH4+] (ammonium chloride). Reaction SMILES: [Cl:1][C:2]1[CH:3]=[C:4]([CH:9]([N:17]([CH3:19])[CH3:18])[CH:10]2[CH2:15][CH2:14][CH2:13][CH2:12][C:11]2=[O:16])[CH:5]=[CH:6][C:7]=1[Cl:8].[CH2:20]([Mg]Cl)[CH2:21][C:22]1[CH:27]=[CH:26][CH:25]=[CH:24][CH:23]=1.[Cl-].[NH4+].Cl[Si](C)(C)C.O>O1CCCC1.CC(=O)CC.CCCCCC>[ClH:1].[Cl:1][C:2]1[CH:3]=[C:4]([CH:9]([N:17]([CH3:19])[CH3:18])[CH:10]2[CH2:15][CH2:14][CH2:13][CH2:12][C:11]2([CH2:20][CH2:21][C:22]2[CH:27]=[CH:26][CH:25]=[CH:24][CH:23]=2)[OH:16])[CH:5]=[CH:6][C:7]=1[Cl:8] |f:2.3,4.5,9.10|. Yield: 137.3%. Procedure details: 3.0 g (10.0 mmole) of the 2-[(3,4-dichlorophenyl)dimethylaminomethyl]cyclohexanone prepared according to Example 39 were dissolved in 10 ml of tetrahydrofuran, added dropwise while cooling in an ice bath to 12.0 ml (12.0 mmole) of phenethylmagnesium chloride (1 M solution in tetrahydrofuran) and stirred for 15 hours at RT. The reaction solution was worked up by adding 15 ml of saturated ammonium chloride solution while cooling in an ice bath, and was extracted three times at RT with in each case... Solvent: O1CCCC1 (tetrahydrofuran), CCCCCC (n-hexane), CC(CC)=O (2-butanone). Product: Cl.ClC=1C=C(C=CC1Cl)C(C1C(CCCC1)(O)CCC1=CC=CC=C1)N(C)C (2-[(3,4-dichlorophenyl)dimethylaminomethyl]-1-phenethylcyclo-hexanol, hydrochloride). Conditions: time 15 hour. Reactants: COC(C1=C(C=CC(=C1)[N+](=O)[O-])F)=O (2-fluoro-5-nitrobenzoic acid methyl ester), CO (MeOH), [Na] (sodium), CO (MeOH). Run at temperature 0 celsius, time 10 minute. Yields the product COC(C1=C(C=C(C(=C1)[N+](=O)[O-])OC)F)=O (2-Fluoro-4-methoxy-5-nitrobenzoic acid methyl ester). Isolated yield 17.0%. Reaction SMILES: [Na].[CH3:2][O:3][C:4](=[O:15])[C:5]1[CH:10]=[C:9]([N+:11]([O-:13])=[O:12])[CH:8]=[CH:7][C:6]=1[F:14].[CH3:16][OH:17]>>[CH3:2][O:3][C:4](=[O:15])[C:5]1[CH:10]=[C:9]([N+:11]([O-:13])=[O:12])[C:8]([O:17][CH3:16])=[CH:7][C:6]=1[F:14] |^1:0|. Procedure: A mixture of sodium metal (1.27 g, 0.055 mol) and MeOH (250 mL) was stirred at 0° C. for 10 minutes. This solution was added to a solution of 2-fluoro-5-nitrobenzoic acid methyl ester (10.0 g, 0.046 mol) in MeOH (250 mL), and the mixture was stirred for 20 minutes at 0° C. to 5° C. The reaction mixture was then allowed to warm to room temperature and stir for 2 hours. The mixture was then filtered to give an off-white precipitate. Recrystallization with CHCl3 (70 ml) yielded an off-white crystal...